The task is: describe an organic reaction: reactants, conditions, products, and yield. This data is from the Open Reaction Database (ORD), a public repository of structured organic reaction records. RXN SMILES: Cl[CH2:2][CH2:3][CH2:4][CH2:5][CH2:6][CH2:7][O:8][C:9]1[CH:10]=[CH:11][C:12]2[O:17][CH:16]=[C:15]([O:18][CH3:19])[C:14](=[O:20])[C:13]=2[CH:21]=1.[I-].[Na+].C(=O)([O-])[O-].[K+].[K+].[OH:30][CH:31]1[CH2:36][CH2:35][NH:34][CH2:33][CH2:32]1>CC(=O)CC>[OH:30][CH:31]1[CH2:36][CH2:35][N:34]([CH2:2][CH2:3][CH2:4][CH2:5][CH2:6][CH2:7][O:8][C:9]2[CH:10]=[CH:11][C:12]3[O:17][CH:16]=[C:15]([O:18][CH3:19])[C:14](=[O:20])[C:13]=3[CH:21]=2)[CH2:33][CH2:32]1 |f:1.2,3.4.5|. Isolated yield 82.8%. The product is OC1CCN(CC1)CCCCCCOC=1C=CC2=C(C(C(=CO2)OC)=O)C1 (6-[6-(4-hydroxypiperidinyl)hexoxy]-3-methoxy-4H-1-benzopyran-4-one). Reported procedure: A mixture of 2 g of 6-(6-chlorohexoxy)-3-methoxy-4H-1-benzopyran-4-one, 1 g of sodium iodide, 0.6 g of potassium carbonate, and 1.4 g of 4-hydroxypiperidine was refluxed in butanone for 96 hours. The solvent was removed and the residue stirred with ethyl acetate and filtered. The solution was washed with water and then dried over sodium sulfate. The solvent was removed to give an oil which was chromatographed over silica gel to give 2 g of 6-[6-(4-hydroxypiperidinyl)hexoxy]-3-methoxy-4H-1-benzop... Starting materials: ClCCCCCCOC=1C=CC2=C(C(C(=CO2)OC)=O)C1 (6-(6-chlorohexoxy)-3-methoxy-4H-1-benzopyran-4-one), [I-].[Na+] (sodium iodide), C([O-])([O-])=O.[K+].[K+] (potassium carbonate), OC1CCNCC1 (4-hydroxypiperidine). Solvent: CC(CC)=O (butanone).